From a dataset of the Open Reaction Database (ORD), a public repository of structured organic reaction records. describe an organic reaction: reactants, conditions, products, and yield Reaction SMILES: O1CCOCC1.[ClH:7].C(OC([N:15]([CH2:23][C:24]1[CH:29]=[CH:28][C:27]([C:30]#[N:31])=[CH:26][N:25]=1)C(OC(C)(C)C)=O)=O)(C)(C)C>>[ClH:7].[NH2:15][CH2:23][C:24]1[CH:29]=[CH:28][C:27]([C:30]#[N:31])=[CH:26][N:25]=1 |f:0.1,3.4|. Procedure details: 2-Aminomethyl-5-cyanopyridine hydrochloride (EX-58A) was prepared by the deprotection with 4N HCl Dioxane of the intermediate 2-{N,N-bis-(tert-butoxycarbonyl)aminomethyl}-5-cyanopyridine used to prepare 2-aminomethyl-5-carbobenzyloxyamidinopyridine dihydrogen chloride salt in Example 56: 1H NMR (400 MHz, DMSO) d 9.04 (s, 1H), 8.64 (br s, 2H), 8.34 (m, 1H), 7.69 (m, 1H), 4.25 (s, 2H); HRMS (EI) calcd for C7H8N3 134.0718, found 134.0699. The reactants are C7H8N3, O1CCOCC1.Cl (HCl Dioxane), C(C)(C)(C)OC(=O)N(C(=O)OC(C)(C)C)CC1=NC=C(C=C1)C#N (2-{N,N-bis-(tert-butoxycarbonyl)aminomethyl}-5-cyanopyridine), 2-aminomethyl-5-carbobenzyloxyamidinopyridine dihydrogen chloride salt. Product: Cl.NCC1=NC=C(C=C1)C#N (2-Aminomethyl-5-cyanopyridine hydrochloride). The reactants are CCCCC1Cc2c(cc(F)c(OC)c2Br)C1=O, C[Sn](C)(C)C, CN(C)C=O, [Cl-], [Li+], c1ccc(P(c2ccccc2)c2ccccc2)cc1. Yields the product CCCCC1Cc2c(cc(F)c(OC)c2C)C1=O. RXN SMILES: [Br:1][c:2]1[c:3]2[c:7]([cH:8][c:9]([F:13])[c:10]1[O:11][CH3:12])[C:6](=[O:14])[CH:5]([CH2:15][CH2:16][CH2:17][CH3:18])[CH2:4]2.[CH3:19][Sn:20]([CH3:21])([CH3:22])[CH3:23].[CH3:45][N:46]([CH3:47])[CH:48]=[O:49].[Cl-:44].[Li+:43].[c:24]1([P:25]([c:26]2[cH:27][cH:28][cH:29][cH:30][cH:31]2)[c:32]2[cH:33][cH:34][cH:35][cH:36][cH:37]2)[cH:38][cH:39][cH:40][cH:41][cH:42]1>>[c:2]1([CH3:19])[c:3]2[c:7]([cH:8][c:9]([F:13])[c:10]1[O:11][CH3:12])[C:6](=[O:14])[CH:5]([CH2:15][CH2:16][CH2:17][CH3:18])[CH2:4]2. The reactants are CC=CC#N, CCOC(OCC)P([O-])OCC, CC(=O)O, CCO, [H-], [Na+]. Yields the product CCOC(OCC)P(=O)(OCC)C(C)CC#N. RXN SMILES: [C:13]([CH:14]=[CH:15][CH3:16])#[N:17].[CH2:1]([CH3:2])[O:3][CH:4]([O:5][CH2:6][CH3:7])[P:8]([O:9][CH2:10][CH3:11])[O-:12].[CH3:20][C:21](=[O:22])[OH:23].[CH3:24][CH2:25][OH:26].[H-:18].[Na+:19]>>[CH2:1]([CH3:2])[O:3][CH:4]([O:5][CH2:6][CH3:7])[P:8]([O:9][CH2:10][CH3:11])(=[O:12])[CH:15]([CH2:14][C:13]#[N:17])[CH3:16]. The reactants are NCCOCCO (2-(aminoethoxy) ethanol), C1(C2C(C(=O)O1)CCCC2)=O (hexahydrophthalic anhydride). The solvent is C(C)O (ethanol). Yields the product OCCOCCN1C(C2C(C1=O)CCCC2)=O (N-(2-hydroxyethoxyethyl)hexahydrophthalimide). The yield is 95.6%. RXN SMILES: [NH2:1][CH2:2][CH2:3][O:4][CH2:5][CH2:6][OH:7].[C:8]1(=O)[O:13][C:11](=[O:12])[CH:10]2[CH2:14][CH2:15][CH2:16][CH2:17][CH:9]12>C(O)C>[OH:7][CH2:6][CH2:5][O:4][CH2:3][CH2:2][N:1]1[C:11](=[O:12])[CH:10]2[CH2:14][CH2:15][CH2:16][CH2:17][CH:9]2[C:8]1=[O:13]. Reported procedure: A 500-ml, two necked flask was equipped with a magnetic stirring bar, heating mantle and condenser. The flask was charged with 51 g of 2-(aminoethoxy) ethanol (0.49 mol.) and 250 ml of ethanol. Next, 75 g of hexahydrophthalic anhydride (0.49 mol.) was slowly added to the flask. After the addition was complete the reaction was refluxed for 12 hours. The IR spectrum indicated the reaction was complete. The ethanol was removed with a rotoevaporator to yield 113 g (96%) of N-(2-hydroxyethoxyethyl)he... Reactants: O (water), C1(=CC=CC=C1)N1CC(N(CC1)CC1=CC=CC=C1)CO (4-phenyl-1-(phenylmethyl)-2-piperazinemethanol), [H-].[Na+] (sodium hydride), FC1=CC=C(C=C1)[N+](=O)[O-] (1-fluoro-4-nitrobenzene). The solvent is C(Cl)Cl (methylene chloride), CN(C=O)C (dimethylformamide). Run at time 20 hour. Product: [N+](=O)([O-])C1=CC=C(OCC2N(CCN(C2)C2=CC=CC=C2)CC2=CC=CC=C2)C=C1 (2-[(4-Nitrophenoxy)methyl]-4-phenyl-1-(phenylmethyl)piperazine). Reaction SMILES: [C:1]1([N:7]2[CH2:12][CH2:11][N:10]([CH2:13][C:14]3[CH:19]=[CH:18][CH:17]=[CH:16][CH:15]=3)[CH:9]([CH2:20][OH:21])[CH2:8]2)[CH:6]=[CH:5][CH:4]=[CH:3][CH:2]=1.[H-].[Na+].F[C:25]1[CH:30]=[CH:29][C:28]([N+:31]([O-:33])=[O:32])=[CH:27][CH:26]=1.O>CN(C)C=O.C(Cl)Cl>[N+:31]([C:28]1[CH:29]=[CH:30][C:25]([O:21][CH2:20][CH:9]2[CH2:8][N:7]([C:1]3[CH:6]=[CH:5][CH:4]=[CH:3][CH:2]=3)[CH2:12][CH2:11][N:10]2[CH2:13][C:14]2[CH:19]=[CH:18][CH:17]=[CH:16][CH:15]=2)=[CH:26][CH:27]=1)([O-:33])=[O:32] |f:1.2|. Reported procedure: Suspend 4-phenyl-1-(phenylmethyl)-2-piperazinemethanol (7.8 g, 27.6 mmol) in dimethylformamide under nitrogen and add 60% sodium hydride (1.22 g, 30.4 mmol). Stir for 20 h as solid slowly dissolves. Add 1-fluoro-4-nitrobenzene (4.29 g, 30.4 mmol) and stir at room temperature. Monitor the progress of the reaction by thin-layer chromatography. Upon completion of the reaction, add water (100 mL) to the reaction mixture andextract with methylene chloride (2×100 mL). Remove the solvent in vacuo and r... Reactants: C(C)OC([C@H](CCC(C)(C1=CC=CC=C1)C)N)=O ((S)-2-amino-5-methyl-5-phenyl-hexanoic acid ethyl ester), [H-].[Al+3].[Li+].[H-].[H-].[H-] (lithium aluminum hydride), S(=O)(=O)([O-])[O-].[Na+].[Na+] (Sodium sulphate). The solvent is O1CCCC1 (tetrahydrofuran), O1CCCC1 (tetrahydrofuran). Conditions: time 3 hour. Product: N[C@H](CO)CCC(C)(C1=CC=CC=C1)C ((S)-2-Amino-5-methyl-5-phenyl-hexan-1-ol). As a reaction SMILES: [H-].[Al+3].[Li+].[H-].[H-].[H-].C([O:9][C:10](=O)[C@@H:11]([NH2:23])[CH2:12][CH2:13][C:14]([CH3:22])([C:16]1[CH:21]=[CH:20][CH:19]=[CH:18][CH:17]=1)[CH3:15])C.S([O-])([O-])(=O)=O.[Na+].[Na+]>O1CCCC1>[NH2:23][C@@H:11]([CH2:12][CH2:13][C:14]([CH3:22])([C:16]1[CH:17]=[CH:18][CH:19]=[CH:20][CH:21]=1)[CH3:15])[CH2:10][OH:9] |f:0.1.2.3.4.5,7.8.9|. Procedure details: To a suspension of lithium aluminum hydride (68 mg) in tetrahydrofuran (3 ml) was added a solution of (S)-2-amino-5-methyl-5-phenyl-hexanoic acid ethyl ester (280 mg) in tetrahydrofuran (1 ml) and the mixture was stirred for 3 hours at room temperature. Sodium sulphate solution (1N) was added until gas evolution ceased and the suspension was filtered through Celite. The solvent was evaporated and the residue was purified by chromatography (column: Isolute® Flash-NH2 from Separtis; eluent: dichlo... Starting materials: C1(CCCCC1)C1=CC=C(C=C1)C=1N=C(SC1C)NC(=S)N (N-[4-(4-cyclohexylphenyl)-5-methyl-2-thiazolyl]thiourea), COC1=CC(=C(C(=C1)C)S(=O)(=O)N)C (4-methoxy-2,6-dimethylphenylsulfonamide), C([O-])([O-])=O.[K+].[K+] (potassium carbonate), C=1(C(=CC=CC1)C)C (xylene). Run in C(C)(=O)OCC (ethyl acetate). Product: C1(CCCCC1)C1=CC=C(C=C1)C=1N=C(SC1C)NC(=S)NS(=O)(=O)C1=C(C=C(C=C1C)OC)C (1-[4-(4-cyclohexylphenyl)-5-methyl-2-thiazolyl]-3-(4-methoxy-2,6-dimethylphenylsulfonyl)-2-thiourea). Isolated yield 55.7%. Reaction SMILES: [CH:1]1([C:7]2[CH:12]=[CH:11][C:10]([C:13]3[N:14]=[C:15]([NH:19][C:20]([NH2:22])=[S:21])[S:16][C:17]=3[CH3:18])=[CH:9][CH:8]=2)[CH2:6][CH2:5][CH2:4][CH2:3][CH2:2]1.[CH3:23][O:24][C:25]1[CH:30]=[C:29]([CH3:31])[C:28]([S:32](N)(=[O:34])=[O:33])=[C:27]([CH3:36])[CH:26]=1.C(=O)([O-])[O-].[K+].[K+].C1(C)C(C)=CC=CC=1>C(OCC)(=O)C>[CH:1]1([C:7]2[CH:8]=[CH:9][C:10]([C:13]3[N:14]=[C:15]([NH:19][C:20]([NH:22][S:32]([C:28]4[C:29]([CH3:31])=[CH:30][C:25]([O:24][CH3:23])=[CH:26][C:27]=4[CH3:36])(=[O:34])=[O:33])=[S:21])[S:16][C:17]=3[CH3:18])=[CH:11][CH:12]=2)[CH2:2][CH2:3][CH2:4][CH2:5][CH2:6]1 |f:2.3.4|. Procedure details: A mixture of N-[4-(4-cyclohexylphenyl)-5-methyl-2-thiazolyl]thiourea (1.00 g), 4-methoxy-2,6-dimethylphenylsulfonamide (1.30 g), potassium carbonate (500 mg) and xylene (40 ml) was refiuxed with heating for 2 hours. After ethyl acetate (200 ml) was added, the mixture was washed with 2 N-hydrochloric acid and water and dried (magnesium sulfate), after which the solvent was distilled off. The residue was subjected to silica gel chromatography and eluted with methanol-chloroform (5:95, v/v) to yiel...